From a dataset of the Open Reaction Database (ORD), a public repository of structured organic reaction records. describe an organic reaction: reactants, conditions, products, and yield Starting materials: CC(=O)OC1CSC(Br)C(OC(C)=O)C1OC(C)=O, O=[Zn], N#Cc1cccc(S)c1. Yields the product CC(=O)OC1CSC(Sc2cccc(C#N)c2)C(OC(C)=O)C1OC(C)=O. RXN SMILES: [C:10]([CH3:11])(=[O:12])[O:13][CH:14]1[CH:15]([Br:28])[S:16][CH2:17][CH:18]([O:24][C:25]([CH3:26])=[O:27])[CH:19]1[O:20][C:21]([CH3:22])=[O:23].[O:29]=[Zn:30].[SH:1][c:2]1[cH:3][c:4]([C:5]#[N:6])[cH:7][cH:8][cH:9]1>>[S:1]([c:2]1[cH:3][c:4]([C:5]#[N:6])[cH:7][cH:8][cH:9]1)[CH:15]1[CH:14]([O:13][C:10]([CH3:11])=[O:12])[CH:19]([O:20][C:21]([CH3:22])=[O:23])[CH:18]([O:24][C:25]([CH3:26])=[O:27])[CH2:17][S:16]1. Starting materials: O=C(Cl)c1ccc(CCN2CCN(Cc3ccccc3Cl)CC2)cc1, Cl, Cl, NCCO, O, O=S(Cl)Cl, c1ccncc1. Yields the product O=C(NCCO)c1ccc(CCN2CCN(Cc3ccccc3Cl)CC2)cc1. As a reaction SMILES: [Cl:3][c:4]1[c:5]([CH2:6][N:7]2[CH2:8][CH2:9][N:10]([CH2:13][CH2:14][c:15]3[cH:16][cH:17][c:18]([C:19](=[O:20])[Cl:21])[cH:22][cH:23]3)[CH2:11][CH2:12]2)[cH:24][cH:25][cH:26][cH:27]1.[ClH:1].[ClH:2].[NH2:38][CH2:39][CH2:40][OH:41].[OH2:42].[S:28]([Cl:29])([Cl:30])=[O:31].[cH:32]1[cH:33][cH:34][n:35][cH:36][cH:37]1>>[Cl:3][c:4]1[c:5]([CH2:6][N:7]2[CH2:8][CH2:9][N:10]([CH2:13][CH2:14][c:15]3[cH:16][cH:17][c:18]([C:19](=[O:20])[NH:38][CH2:39][CH2:40][OH:41])[cH:22][cH:23]3)[CH2:11][CH2:12]2)[cH:24][cH:25][cH:26][cH:27]1. Starting materials: C1(CC1)N1C=C(C(C2=C(C(=C(C(=C12)F)F)F)N)=O)C(=O)O (1-cyclopropyl-5-amino-6,7,8-trifluoro-1,4-dihydro-4-oxoquinoline-3-carboxylic acid), FC=1C=C2CNCC2=CC1 (5-fluoroisoindoline), C1CCC2=NCCCN2CC1 (DBU). Solvent: CN(C)C=O (DMF). The product is FC=1C=C2CN(CC2=CC1)C1=C(C(=C2C(C(=CN(C2=C1F)C1CC1)C(=O)O)=O)N)F (7-(5-fluoro-2-isoindolinyl)-1-cyclopropyl-5-amino-6,8-difluoro-1,4-dihydro-4-oxoquinoline-3-carboxylic acid). Isolated yield 71.3%. Reaction SMILES: [CH:1]1([N:4]2[C:13]3[C:8](=[C:9]([NH2:17])[C:10]([F:16])=[C:11](F)[C:12]=3[F:14])[C:7](=[O:18])[C:6]([C:19]([OH:21])=[O:20])=[CH:5]2)[CH2:3][CH2:2]1.[F:22][C:23]1[CH:24]=[C:25]2[C:29](=[CH:30][CH:31]=1)[CH2:28][NH:27][CH2:26]2.C1CCN2C(=NCCC2)CC1>CN(C=O)C>[F:22][C:23]1[CH:24]=[C:25]2[C:29](=[CH:30][CH:31]=1)[CH2:28][N:27]([C:11]1[C:12]([F:14])=[C:13]3[C:8]([C:7](=[O:18])[C:6]([C:19]([OH:21])=[O:20])=[CH:5][N:4]3[CH:1]3[CH2:3][CH2:2]3)=[C:9]([NH2:17])[C:10]=1[F:16])[CH2:26]2. Procedure: 268 mg of 1-cyclopropyl-5-amino-6,7,8-trifluoro-1,4-dihydro-4-oxoquinoline-3-carboxylic acid, 137 mg of 5-fluoroisoindoline, 274 mg of DBU, and 2 ml of anhydrous DMF were processed in the same manner as in Example 20 to produce 266 mg of the target compound. Reactants: C(C)(C)(C)OC(=O)N1CCC(=CC1)C1=C(C=C(C=C1)C)C1CC(CC(C1)(C)C)(C)C (4-[4-methyl-2-(3,3,5,5-tetramethylcyclohexyl)phenyl]-3,6-dihydro-2H-pyridine-1-carboxylic acid t-butyl ester), FC(C(=O)O)(F)F (trifluoroacetic acid). Solvent: ClCCl (dichloromethane). Conditions: time 30 minute. The product is CC1=CC(=C(C=C1)C=1CCNCC1)C1CC(CC(C1)(C)C)(C)C (4-[4-Methyl-2-(3,3,5,5-tetramethylcyclohexyl)phenyl]-1,2,3,6-tetrahydropyridine). Yield: 124.8%. Reaction SMILES: C(OC([N:8]1[CH2:13][CH:12]=[C:11]([C:14]2[CH:19]=[CH:18][C:17]([CH3:20])=[CH:16][C:15]=2[CH:21]2[CH2:26][C:25]([CH3:28])([CH3:27])[CH2:24][C:23]([CH3:30])([CH3:29])[CH2:22]2)[CH2:10][CH2:9]1)=O)(C)(C)C.FC(F)(F)C(O)=O>ClCCl>[CH3:20][C:17]1[CH:18]=[CH:19][C:14]([C:11]2[CH2:12][CH2:13][NH:8][CH2:9][CH:10]=2)=[C:15]([CH:21]2[CH2:26][C:25]([CH3:28])([CH3:27])[CH2:24][C:23]([CH3:30])([CH3:29])[CH2:22]2)[CH:16]=1. Reported procedure: To a solution of 4-[4-methyl-2-(3,3,5,5-tetramethylcyclohexyl)phenyl]-3,6-dihydro-2H-pyridine-1-carboxylic acid t-butyl ester (297 mg, 0.72 mmol) produced in Example (104e) in dichloromethane (3 mL) was added trifluoroacetic acid (3 mL), followed by stirring for 30 minutes at room temperature. The reaction mixture was concentrated under reduced pressure, and then saturated aqueous solution of sodium hydrogencarbonate was added to the residue and extraction was performed with ethyl acetate. The o... Starting materials: ice water, O=C1N(C(C=C(N1)C(F)(F)F)=O)C=1C=CC2=C(C(=NS2)OCC#N)C1 ({{5-[3,6-dihydro-2,6-dioxo-4-(trifluoromethyl)-1(2H)-pyrimidinyl]-1,2-benzisothiazol-3-yl}oxy}acetonitrile), C([O-])([O-])=O.[K+].[K+] (potassium carbonate), IC (iodomethane), C(Cl)Cl (methylene chloride). Run in C(C)(=O)OCC (ethyl acetate), CN(C=O)C (N,N-dimethylformamide). Run at time 30 minute. Product: CN1C(N(C(C=C1C(F)(F)F)=O)C=1C=CC2=C(C(=NS2)OCC#N)C1)=O ({{5-[3,6-Dihydro-3-methyl-2,6-dioxo-4-(trifluoromethyl)-1(2H)-pyrimidinyl]-1,2-benzisothiazol-3-yl}oxy}acetonitrile). As a reaction SMILES: [O:1]=[C:2]1[NH:7][C:6]([C:8]([F:11])([F:10])[F:9])=[CH:5][C:4](=[O:12])[N:3]1[C:13]1[CH:14]=[CH:15][C:16]2[S:20][N:19]=[C:18]([O:21][CH2:22][C:23]#[N:24])[C:17]=2[CH:25]=1.[C:26](=O)([O-])[O-].[K+].[K+].IC.C(Cl)Cl>CN(C)C=O.C(OCC)(=O)C>[CH3:26][N:7]1[C:6]([C:8]([F:9])([F:11])[F:10])=[CH:5][C:4](=[O:12])[N:3]([C:13]2[CH:14]=[CH:15][C:16]3[S:20][N:19]=[C:18]([O:21][CH2:22][C:23]#[N:24])[C:17]=3[CH:25]=2)[C:2]1=[O:1] |f:1.2.3|. Reported procedure: A mixture of {{5-[3,6-dihydro-2,6-dioxo-4-(trifluoromethyl)-1(2H)-pyrimidinyl]-1,2-benzisothiazol-3-yl}oxy}acetonitrile (2.63 g, 7.15 mmol) and potassium carbonate (1.97 g, 14.3 mmol) in N,N-dimethylformamide is stirred for 30 minutes, treated with iodomethane (2.03 g, 14.3 mmol), stirred overnight at room temperature, and poured into an ice-water mixture. The resultant aqueous mixture is filtered to obtain a solid. The solid is dissolved in ethyl acetate and the resultant solution is washed seq... Reactants: CCOC(=O)c1c2n(c3cc(Br)c(F)cc3c1=O)CCS2, CCO, CC(=O)O, [Na+], [OH-], O. Product: O=C(O)c1c2n(c3cc(Br)c(F)cc3c1=O)CCS2. As a reaction SMILES: [Br:1][c:2]1[c:3]([F:21])[cH:4][c:5]2[c:6](=[O:20])[c:7]([C:15](=[O:16])[O:17][CH2:18][CH3:19])[c:8]3[n:9]([c:10]2[cH:11]1)[CH2:12][CH2:13][S:14]3.[CH3:25][CH2:26][OH:27].[CH3:28][C:29](=[O:30])[OH:31].[Na+:23].[OH-:22].[OH2:24]>>[Br:1][c:2]1[c:3]([F:21])[cH:4][c:5]2[c:6](=[O:20])[c:7]([C:15](=[O:16])[OH:17])[c:8]3[n:9]([c:10]2[cH:11]1)[CH2:12][CH2:13][S:14]3. Reactants: [OH-].[Na+] (sodium hydroxide), C1(=CC=CC=C1)N1C=NC=C1C(=O)OCC (1-phenyl-5-carbethoxyimidazole), C=O (formaldehyde). Solvent: O (water). Product: C1(=CC=CC=C1)N1C=NC=C1CO (1-phenyl-5-hydroxymethylimidazole). RXN SMILES: [C:1]1([N:7]2[C:11]([C:12](OCC)=[O:13])=[CH:10][N:9]=[CH:8]2)[CH:6]=[CH:5][CH:4]=[CH:3][CH:2]=1.[OH-].[Na+].C=O>O>[C:1]1([N:7]2[C:11]([CH2:12][OH:13])=[CH:10][N:9]=[CH:8]2)[CH:2]=[CH:3][CH:4]=[CH:5][CH:6]=1 |f:1.2|. Reported procedure: To a suspension of 2.16 g (0.01 mol) of 1-phenyl-5-carbethoxyimidazole in 5 ml of water are added 0.8 g (0.02 mol) of sodium hydroxide and then 4 ml of ~37% aqueous formaldehyde. The mixture is heated at 80°-90° C. for 2 hours. The reaction mixture is concentrated in vacuo, and then the residue is extracted with ethyl acetate. The ethyl acetate extract is concentrated to give 1-phenyl-5-hydroxymethylimidazole as a solid, m.p. 81°-84° C. The reactants are OCC1=NC=CC(=C1)C=1C=C(C=CC1)C1=NC2=C(NC(C1)=O)C=C(C(=C2)OCC(F)(F)F)C(F)(F)F (4-[3-(2-hydroxymethyl-pyridin-4-yl)-phenyl]-7-(2,2,2-trifluoro-ethoxy)-8-trifluoromethyl-1,3-dihydro-benzo[b][1,4]diazepin-2-one), S(=O)(Cl)Cl (thionylchloride), [Cl-] (chloride), CNCCC (methyl-propyl-amine). Run in C(Cl)Cl (CH2Cl2), CN(C)C=O (DMF). The product is CN(CCC)CC1=NC=CC(=C1)C=1C=C(C=CC1)C1=NC2=C(NC(C1)=O)C=C(C(=C2)OCC(F)(F)F)C(F)(F)F (4-(3-{2-[(Methyl-propyl-amino)-methyl]-pyridin-4-yl}-phenyl)-7-(2,2,2-trifluoro-ethoxy)-8-trifluoromethyl-1,3-dihydro-benzo[b][1,4]diazepin-2-one), solid. The yield is 73.0%. As a reaction SMILES: O[CH2:2][C:3]1[CH:8]=[C:7]([C:9]2[CH:10]=[C:11]([C:15]3[CH2:21][C:20](=[O:22])[NH:19][C:18]4[CH:23]=[C:24]([C:33]([F:36])([F:35])[F:34])[C:25]([O:27][CH2:28][C:29]([F:32])([F:31])[F:30])=[CH:26][C:17]=4[N:16]=3)[CH:12]=[CH:13][CH:14]=2)[CH:6]=[CH:5][N:4]=1.S(Cl)(Cl)=O.[Cl-].[CH3:42][NH:43][CH2:44][CH2:45][CH3:46]>C(Cl)Cl.CN(C=O)C>[CH3:42][N:43]([CH2:2][C:3]1[CH:8]=[C:7]([C:9]2[CH:10]=[C:11]([C:15]3[CH2:21][C:20](=[O:22])[NH:19][C:18]4[CH:23]=[C:24]([C:33]([F:36])([F:34])[F:35])[C:25]([O:27][CH2:28][C:29]([F:30])([F:31])[F:32])=[CH:26][C:17]=4[N:16]=3)[CH:12]=[CH:13][CH:14]=2)[CH:6]=[CH:5][N:4]=1)[CH2:44][CH2:45][CH3:46]. Reported procedure: The title compound was prepared from 4-[3-(2-hydroxymethyl-pyridin-4-yl)-phenyl]-7-(2,2,2-trifluoro-ethoxy)-8-trifluoromethyl-1,3-dihydro-benzo[b][1,4]diazepin-2-one (Example 286) (255 mg, 0.50 mmol) by reaction with thionylchloride in CH2Cl2 and subsequent treatment of the corresponding crude chloride with methyl-propyl-amine in DMF according to the general procedure of example 288. Obtained as an off-white solid (207 mg, 73%). Reactants: COC(=O)C=1SC(=CC1N)C1(C(OCC1)C)O (3-Amino-5-(3-hydroxy-2-methyltetrahydrofuran-3-yl)thiophene-2-carboxylic acid methyl ester), COC(OC)N(C)C (dimethoxymethyldimethylamine). Product: COC(=O)C=1SC(=CC1N=CN(C)C)C1(C(OCC1)C)O (3-(Dimethylaminomethyleneamino)-5-(3-hydroxy-2-methyltetrahydrofuran-3-yl)thiophene-2-carboxylic acid methyl ester). Reaction SMILES: [CH3:1][O:2][C:3]([C:5]1[S:6][C:7]([C:11]2([OH:17])[CH2:15][CH2:14][O:13][CH:12]2[CH3:16])=[CH:8][C:9]=1[NH2:10])=[O:4].CO[CH:20]([N:23]([CH3:25])[CH3:24])OC>>[CH3:1][O:2][C:3]([C:5]1[S:6][C:7]([C:11]2([OH:17])[CH2:15][CH2:14][O:13][CH:12]2[CH3:16])=[CH:8][C:9]=1[N:10]=[CH:20][N:23]([CH3:25])[CH3:24])=[O:4]. Procedure: 3-Amino-5-(3-hydroxy-2-methyltetrahydrofuran-3-yl)thiophene-2-carboxylic acid methyl ester and dimethoxymethyldimethylamine were reacted by method B. The product with the molecular weight of 312.39 (C14H20N2O4S) was obtained in this way; MS (ESI): 313 (M+H+). RXN SMILES: [C:1]([CH3:2])([CH3:3])([CH3:4])[O:5][C:6]([NH:7][CH:8]1[CH2:9][c:10]2[cH:11][cH:12][c:13]([Br:17])[cH:14][c:15]2[CH2:16]1)=[O:18].[CH2:21]([CH2:22][CH3:23])[Br:24].[CH3:25][N:26]([CH3:27])[CH:28]=[O:29].[H-:19].[Na+:20]>>[C:1]([CH3:2])([CH3:3])([CH3:4])[O:5][C:6]([N:7]([CH:8]1[CH2:9][c:10]2[cH:11][cH:12][c:13]([Br:17])[cH:14][c:15]2[CH2:16]1)[CH2:21][CH2:22][CH3:23])=[O:18]. Starting materials: CC(C)(C)OC(=O)NC1Cc2ccc(Br)cc2C1, CCCBr, CN(C)C=O, [H-], [Na+]. Product: CCCN(C(=O)OC(C)(C)C)C1Cc2ccc(Br)cc2C1.